Dataset: the Open Reaction Database (ORD), a public repository of structured organic reaction records. Task: describe an organic reaction: reactants, conditions, products, and yield Starting materials: CO, O, O=S(=O)(O)O, CCOC(=O)c1ccc(-c2ccccc2)c(-c2ccccc2)n1. Yields the product COC(=O)c1ccc(-c2ccccc2)c(-c2ccccc2)n1. As a reaction SMILES: [CH3:29][OH:30].[OH2:31].[S:24](=[O:25])(=[O:26])([OH:27])[OH:28].[c:1]1(-[c:7]2[cH:8][cH:9][c:10]([C:19](=[O:20])[O:21][CH2:22][CH3:23])[n:11][c:12]2-[c:13]2[cH:14][cH:15][cH:16][cH:17][cH:18]2)[cH:2][cH:3][cH:4][cH:5][cH:6]1>>[c:1]1(-[c:7]2[cH:8][cH:9][c:10]([C:19](=[O:20])[O:21][CH3:22])[n:11][c:12]2-[c:13]2[cH:14][cH:15][cH:16][cH:17][cH:18]2)[cH:2][cH:3][cH:4][cH:5][cH:6]1. Reactants: CC(C)(N)C(=O)O, [Na+], C1COCCO1, [OH-], O=S(=O)(Cl)c1ccc(-c2ccccn2)s1. Product: CC(C)(NS(=O)(=O)c1ccc(-c2ccccn2)s1)C(=O)O. RXN SMILES: [NH2:1][C:2]([C:3](=[O:4])[OH:5])([CH3:6])[CH3:7].[Na+:24].[O:25]1[CH2:26][CH2:27][O:28][CH2:29][CH2:30]1.[OH-:23].[n:8]1[c:9](-[c:14]2[cH:15][cH:16][c:17]([S:19](=[O:20])(=[O:21])[Cl:22])[s:18]2)[cH:10][cH:11][cH:12][cH:13]1>>[NH:1]([C:2]([C:3](=[O:4])[OH:5])([CH3:6])[CH3:7])[S:19]([c:17]1[cH:16][cH:15][c:14](-[c:9]2[n:8][cH:13][cH:12][cH:11][cH:10]2)[s:18]1)(=[O:20])=[O:21].